This data is from the Open Reaction Database (ORD), a public repository of structured organic reaction records. The task is: describe an organic reaction: reactants, conditions, products, and yield Starting materials: BrC1=CC=CC(=N1)[C@H]([C@@H](C1=CC(=CC=C1)OC)O)NC(OC(C)(C)C)=O ((±)-tert-Butyl (1R,2R)-1-(6-bromopyridin-2-yl)-2-hydroxy-2-(3-methoxyphenyl)ethylcarbamate), C(=O)(N1C=NC=C1)N1C=NC=C1 (carbonyldiimidazole). The solvent is FC(C(=O)O)(F)F (trifluoroacetic acid). Conditions: time 2 hour. Yields the product BrC1=CC=CC(=N1)[C@H]1NC(O[C@@H]1C1=CC(=CC=C1)OC)=O ((±)-(4R,5R)-4-(6-Bromopyridin-2-yl)-5-(3-methoxyphenyl)oxazolidin-2-one). RXN SMILES: [Br:1][C:2]1[N:7]=[C:6]([C@@H:8]([NH:19][C:20](=[O:26])[O:21]C(C)(C)C)[C@H:9](O)[C:10]2[CH:15]=[CH:14][CH:13]=[C:12]([O:16][CH3:17])[CH:11]=2)[CH:5]=[CH:4][CH:3]=1.C(N1C=CN=C1)(N1C=CN=C1)=O>FC(F)(F)C(O)=O>[Br:1][C:2]1[N:7]=[C:6]([C@@H:8]2[C@@H:9]([C:10]3[CH:15]=[CH:14][CH:13]=[C:12]([O:16][CH3:17])[CH:11]=3)[O:26][C:20](=[O:21])[NH:19]2)[CH:5]=[CH:4][CH:3]=1. Procedure: (±)-tert-Butyl (1R,2R)-1-(6-bromopyridin-2-yl)-2-hydroxy-2-(3-methoxyphenyl)ethylcarbamate (114 mg, 0.135 mmol) was dissolved in trifluoroacetic acid (10% in dichloromethane, 5 mL) and stirred at room temperature for 2 h. The reaction was concentrated under a stream of nitrogen, dissolved in methanol, and loaded onto a strong cation exchange cartridge. The cartridge was flushed with several volumes of methanol which were discarded. The product was eluted with 2M ammonia in methanol and concentra... The reactants are COC(C1=C(C(=C(C(=C1)O)Br)O)CC(=C)C)=O (4-bromo-3,5-dihydroxy-2-(2-methyl-allyl)-benzoic acid methyl ester), B(F)(F)F.CCOCC (BF3.Et2O), O (water), petroleum ether EtOAc. Solvent: C(Cl)Cl (CH2Cl2). Run at time 2 hour. Yields the product COC(=O)C=1C=C(C(=C2C1CC(O2)(C)C)Br)O (7-Bromo-6-hydroxy-2,2-dimethyl-2,3-dihydro-benzofuran-4-carboxylic acid methyl ester). Isolated yield 43.9%. RXN SMILES: [CH3:1][O:2][C:3](=[O:17])[C:4]1[CH:9]=[C:8]([OH:10])[C:7]([Br:11])=[C:6]([OH:12])[C:5]=1[CH2:13][C:14]([CH3:16])=[CH2:15].B(F)(F)F.CCOCC.O>C(Cl)Cl>[CH3:1][O:2][C:3]([C:4]1[CH:9]=[C:8]([OH:10])[C:7]([Br:11])=[C:6]2[O:12][C:14]([CH3:16])([CH3:15])[CH2:13][C:5]=12)=[O:17] |f:1.2|. Reported procedure: To a stirred solution of 4-bromo-3,5-dihydroxy-2-(2-methyl-allyl)-benzoic acid methyl ester (197c) (85 g, 0.28 mol) in CH2Cl2 (1500 mL) was added drop wise BF3.Et2O (180 mL, 1.41 mol) at 0° C. The mixture was stirred at room temperature for 2 hr. After TLC (petroleum ether/EtOAc=5/1) showed the reaction was complete, the reaction mixture was poured into water (1 L). The organic phase was separated and washed with saturated aqueous NaHCO3, dried over Na2SO4 and concentrated to give a yellow solid...